This data is from the Open Reaction Database (ORD), a public repository of structured organic reaction records. The task is: describe an organic reaction: reactants, conditions, products, and yield Reaction SMILES: [CH3:1][C:2]1[C:3]([CH2:21][S:22][C:23]2[NH:27][C:26]3[CH:28]=[CH:29][CH:30]=[CH:31][C:25]=3[N:24]=2)=[N:4][CH:5]=[CH:6][C:7]=1[S:8][CH2:9][CH2:10][N:11]1[CH2:20][CH2:19][C:18]2[C:13](=[CH:14][CH:15]=[CH:16][CH:17]=2)[CH2:12]1.[C:32](Cl)(=[O:36])[O:33][CH2:34][CH3:35].CC1C(CSC2NC3C=CC=CC=3N=2)=NC=CC=1SCCN1CCOCC1>>[CH3:1][C:2]1[C:3]([CH2:21][S:22][C:23]2[N:24]([C:32]([O:33][CH2:34][CH3:35])=[O:36])[C:25]3[CH:31]=[CH:30][CH:29]=[CH:28][C:26]=3[N:27]=2)=[N:4][CH:5]=[CH:6][C:7]=1[S:8][CH2:9][CH2:10][N:11]1[CH2:20][CH2:19][C:18]2[C:13](=[CH:14][CH:15]=[CH:16][CH:17]=2)[CH2:12]1. The reactants are CC=1C(=NC=CC1SCCN1CC2=CC=CC=C2CC1)CSC1=NC2=C(N1)C=CC=C2 (2-((3-methyl-4-(2-(1,2,3,4-tetrahydroisoquinolin-2-yl)ethylthio)-2-pyridyl)methylthio)-1H-benzimidazole), C(OCC)(=O)Cl (ethyl chlorocarbonate), CC=1C(=NC=CC1SCCN1CCOCC1)CSC1=NC2=C(N1)C=CC=C2 (2-((3-methyl-4-(2-morpholinoethylthio)-2-pyridyl)methylthio)-1H-benzimidazole). Procedure details: The same reaction as in Example 17 was carried out except that 2-((3-methyl-4-(2-(1,2,3,4-tetrahydroisoquinolin-2-yl)ethylthio)-2-pyridyl)methylthio)-1H-benzimidazole was reacted with ethyl chlorocarbonate, in place of 2-((3-methyl-4-(2-morpholinoethylthio)-2-pyridyl)methylthio)-1H-benzimidazole, to give ethyl 2-((3-methyl-4-(2-(1,2,3,4-tetrahydroisoquinolin-2-yl)ethylthio)-2-pyridyl)methylthio)-1H-benzimidazole-1-carboxylate 1/2 ·ethanol as crystals, melting point 134°-136° C. (dec.). The product is CC=1C(=NC=CC1SCCN1CC2=CC=CC=C2CC1)CSC1=NC2=C(N1C(=O)OCC)C=CC=C2 (ethyl 2-((3-methyl-4-(2-(1,2,3,4-tetrahydroisoquinolin-2-yl)ethylthio)-2-pyridyl)methylthio)-1H-benzimidazole-1-carboxylate). Starting materials: O=C([O-])[O-], CN(C)C=O, ClCCN1CCCCC1, Cl, [K+], [K+], O=[N+]([O-])c1cccc2[nH]ncc12. Yields the product O=[N+]([O-])c1cccc2nn(CCN3CCCCC3)cc12. RXN SMILES: [C:13](=[O:14])([O-:15])[O-:16].[CH3:29][N:30]([CH3:31])[CH:32]=[O:33].[Cl:20][CH2:21][CH2:22][N:23]1[CH2:24][CH2:25][CH2:26][CH2:27][CH2:28]1.[ClH:19].[K+:17].[K+:18].[N+:1](=[O:2])([O-:3])[c:4]1[c:5]2[cH:6][n:7][nH:8][c:9]2[cH:10][cH:11][cH:12]1>>[N+:1](=[O:2])([O-:3])[c:4]1[c:5]2[cH:6][n:7]([CH2:21][CH2:22][N:23]3[CH2:24][CH2:25][CH2:26][CH2:27][CH2:28]3)[n:8][c:9]2[cH:10][cH:11][cH:12]1. Reactants: O (water), C(=O)(C(F)(F)F)O (CF3COOH), CC#N (CH3CN), CC#N (CH3CN), CC=1C=C(C=C(C1OC(C)C)C)C=1C(=CN(C1)C1OCCCC1)CN(CCNC(OC(C)(C)C)=O)C (tert-butyl N-[2-[([4-[3,5-dimethyl-4-(propan-2-yloxy)phenyl]-1-(oxan-2-yl)-1H-pyrrol-3-yl]methyl)(methyl)amino]ethyl]carbamate). The solvent is Cl (hydrochloric acid). Run at time 10 minute. Product: C(C)(C)OC1=C(C=C(C=C1C)C1=NNC=C1CN(CCN)C)C (N1-((3-(4-isopropoxy-3,5-dimethylphenyl)-1H-pyrazol-4-yl)methyl)-N1-methylethane-1,2-diamine). Yield: 38.0%. As a reaction SMILES: [CH3:1][C:2]1[CH:3]=[C:4]([C:13]2[C:14]([CH2:24][N:25]([CH3:36])[CH2:26][CH2:27][NH:28]C(=O)OC(C)(C)C)=[CH:15][N:16](C3CCCCO3)C=2)[CH:5]=[C:6]([CH3:12])[C:7]=1[O:8][CH:9]([CH3:11])[CH3:10].O.C(O)(C(F)(F)F)=O.CC#[N:47]>Cl>[CH:9]([O:8][C:7]1[C:2]([CH3:1])=[CH:3][C:4]([C:13]2[C:14]([CH2:24][N:25]([CH3:36])[CH2:26][CH2:27][NH2:28])=[CH:15][NH:16][N:47]=2)=[CH:5][C:6]=1[CH3:12])([CH3:11])[CH3:10]. Procedure: A solution of tert-butyl N-[2-[([4-[3,5-dimethyl-4-(propan-2-yloxy)phenyl]-1-(oxan-2-yl)-1H-pyrrol-3-yl]methyl)(methyl)amino]ethyl]carbamate (650 mg, 1.30 mmol, 1.00 equiv) in 3N hydrochloric acid (20 mL) was stirred at 60° C. overnight. The reaction mixture was cooled to room temperature and concentrated under vacuum. The crude product was purified by Prep-HPLC with the following conditions (2#-Waters 2767-2(HPLC-08)): Column, Xbridge Shield RP 18, 5 um, 19*150 mm; mobile phase, water with 50 m... Reactants: O=C([O-])O, O=C(O)c1ccc(NCc2ccccc2Cl)c([N+](=O)[O-])c1, [Na+], [Na+], [Na+], C1CCOC1, O=S([O-])[O-]. Product: Nc1cc(C(=O)O)ccc1NCc1ccccc1Cl. Reaction SMILES: [C:27](=[O:28])([OH:29])[O-:30].[Cl:1][c:2]1[c:3]([CH2:8][NH:9][c:10]2[c:11]([N+:19]([O-:20])=[O:21])[cH:12][c:13]([C:14](=[O:15])[OH:16])[cH:17][cH:18]2)[cH:4][cH:5][cH:6][cH:7]1.[Na+:31].[Na+:36].[Na+:37].[O:22]1[CH2:23][CH2:24][CH2:25][CH2:26]1.[S:32]([O-:33])([O-:34])=[O:35]>>[Cl:1][c:2]1[c:3]([CH2:8][NH:9][c:10]2[c:11]([NH2:19])[cH:12][c:13]([C:14](=[O:15])[OH:16])[cH:17][cH:18]2)[cH:4][cH:5][cH:6][cH:7]1.